Dataset: the Open Reaction Database (ORD), a public repository of structured organic reaction records. Task: describe an organic reaction: reactants, conditions, products, and yield Starting materials: COC=1C=C2C=CC(=C(C2=CC1)OC1=CC=C(C=C1)OCCN1CCCCC1)C1=CC=C(S1)C(=O)N (5-(6-methoxy-1-(4-(2-(piperidin-1-yl)ethoxy)phenoxy)naphthalen-2-yl)thiophene-2-carboxamide), P(=O)(Cl)(Cl)Cl (phosphoryl chloride), Cl (HCl). Solvent: ClCCl (dichloromethane). Reaction conditions: temperature 100 celsius, time 15 minute. Product: Cl.COC=1C=C2C=CC(=C(C2=CC1)OC1=CC=C(C=C1)OCCN1CCCCC1)C1=CC=C(S1)C#N (5-(6-methoxy-1-(4-(2-(piperidin-1-yl)ethoxy)phenoxy)naphthalen-2-yl)thiophene-2-carbonitrile hydrochloride). Yield: 100.0%. RXN SMILES: [CH3:1][O:2][C:3]1[CH:4]=[C:5]2[C:10](=[CH:11][CH:12]=1)[C:9]([O:13][C:14]1[CH:19]=[CH:18][C:17]([O:20][CH2:21][CH2:22][N:23]3[CH2:28][CH2:27][CH2:26][CH2:25][CH2:24]3)=[CH:16][CH:15]=1)=[C:8]([C:29]1[S:33][C:32]([C:34]([NH2:36])=O)=[CH:31][CH:30]=1)[CH:7]=[CH:6]2.P(Cl)(Cl)([Cl:39])=O.Cl>ClCCl>[ClH:39].[CH3:1][O:2][C:3]1[CH:4]=[C:5]2[C:10](=[CH:11][CH:12]=1)[C:9]([O:13][C:14]1[CH:15]=[CH:16][C:17]([O:20][CH2:21][CH2:22][N:23]3[CH2:28][CH2:27][CH2:26][CH2:25][CH2:24]3)=[CH:18][CH:19]=1)=[C:8]([C:29]1[S:33][C:32]([C:34]#[N:36])=[CH:31][CH:30]=1)[CH:7]=[CH:6]2 |f:4.5|. Procedure: Add 5-(6-methoxy-1-(4-(2-(piperidin-1-yl)ethoxy)phenoxy)naphthalen-2-yl)thiophene-2-carboxamide (79 mg, 0.16 mmol) and phosphoryl chloride (13 mL, 139.9 mmol) to a round bottom flask under nitrogen. Warm the resulting mixture to 100° C. and stir for 15 min. Cool the mixture to room temperature and concentrate in vacuo to give a yellow residue. Carefully quench the resulting residue with methanol and load onto an SCX acidic ion exchange column. Flush the column with methanol then elute desired ma... Starting materials: Fc1cc(Br)ccc1-c1ccccc1, CCCC1CCC(CC(=O)Cl)CC1, [Cl-], I, [Mg], C1CCOC1, O. The product is CCCC1CCC(c2ccc(-c3ccccc3)c(F)c2)CC1. As a reaction SMILES: [Br:1][c:2]1[cH:3][c:4]([F:14])[c:5](-[c:8]2[cH:9][cH:10][cH:11][cH:12][cH:13]2)[cH:6][cH:7]1.[CH2:17]([CH2:18][CH3:19])[CH:20]1[CH2:21][CH2:22][CH:23]([CH2:26][C:27]([Cl:28])=[O:29])[CH2:24][CH2:25]1.[Cl-:30].[I:16].[Mg:15].[O:31]1[CH2:32][CH2:33][CH2:34][CH2:35]1.[OH2:36]>>[c:2]1([CH:23]2[CH2:22][CH2:21][CH:20]([CH2:17][CH2:18][CH3:19])[CH2:25][CH2:24]2)[cH:3][c:4]([F:14])[c:5](-[c:8]2[cH:9][cH:10][cH:11][cH:12][cH:13]2)[cH:6][cH:7]1. The reactants are C(CCCCCCCCCCCCC)OC=1C=C(C=CC1OCCCCCCCCCCCCCC)N (3,4-bis(tetradecyloxy)benzenamine), BrCC(=O)OCC1=CC=CC=C1 (benzyl bromoacetate), CN(C1=CC=CC2=CC=CC(=C12)N(C)C)C (1,8-bis(dimethylamino)naphthalene), [I-].[Na+] (sodium iodide). The solvent is C(C)#N (acetonitrile), CN(C)C=O (DMF). Run at time 48 hour. Yields the product C1(=CC=CC=C1)COC(CN(C1=CC(=C(C=C1)OCCCCCCCCCCCCCC)OCCCCCCCCCCCCCC)CC(OCC1=CC=CC=C1)=O)=O (N-[2-oxo-2-(phenylmethoxy)ethyl]-N-[3,4-bis(tetradecyloxy)phenyl]glycine phenylmethyl ester). Isolated yield 72.8%. As a reaction SMILES: [CH2:1]([O:15][C:16]1[CH:17]=[C:18]([NH2:37])[CH:19]=[CH:20][C:21]=1[O:22][CH2:23][CH2:24][CH2:25][CH2:26][CH2:27][CH2:28][CH2:29][CH2:30][CH2:31][CH2:32][CH2:33][CH2:34][CH2:35][CH3:36])[CH2:2][CH2:3][CH2:4][CH2:5][CH2:6][CH2:7][CH2:8][CH2:9][CH2:10][CH2:11][CH2:12][CH2:13][CH3:14].Br[CH2:39][C:40]([O:42][CH2:43][C:44]1[CH:49]=[CH:48][CH:47]=[CH:46][CH:45]=1)=[O:41].CN(C)[C:52]1[C:61]2[C:56](=[CH:57][CH:58]=[CH:59][C:60]=2N(C)C)C=CC=1.[I-].[Na+]>C(#N)C.CN(C=O)C>[C:44]1([CH2:43][O:42][C:40](=[O:41])[CH2:39][N:37]([CH2:39][C:40](=[O:41])[O:42][CH2:52][C:61]2[CH:56]=[CH:57][CH:58]=[CH:59][CH:60]=2)[C:18]2[CH:19]=[CH:20][C:21]([O:22][CH2:23][CH2:24][CH2:25][CH2:26][CH2:27][CH2:28][CH2:29][CH2:30][CH2:31][CH2:32][CH2:33][CH2:34][CH2:35][CH3:36])=[C:16]([O:15][CH2:1][CH2:2][CH2:3][CH2:4][CH2:5][CH2:6][CH2:7][CH2:8][CH2:9][CH2:10][CH2:11][CH2:12][CH2:13][CH3:14])[CH:17]=2)[CH:49]=[CH:48][CH:47]=[CH:46][CH:45]=1 |f:3.4|. Reported procedure: A mixture of 2.8 g (5.4 mmol) of 3,4-bis(tetradecyloxy)benzenamine, 8.6 ml (54 mmol) of benzyl bromoacetate, 2.9 g (13.5 mmol) of 1,8-bis(dimethylamino)naphthalene and 0.3 g of sodium iodide in 60 ml of acetonitrile and 10 ml of DMF was stirred under argon for 48 hours. The solvents were removed at reduced pressure and the residue was treated with water and extracted with ethyl acetate. The dried extract was concentrated and purified by HPLC using 10% ethyl acetate-hexane to give 3.2 g (73% yiel... Reactants: title compound F, C(C)(C)(C)OC(=O)N1CCN(CC1)S(=O)(=O)C1=CC=C(C=C1)C(CC1CCCC1)C(NC=1SC2=NC(=CC=C2N1)Br)=O (4-{4-[1-(5-Bromo-thiazolo[5,4-b]pyridin-2-ylcarbamoyl)-2-cyclopentyl-ethyl]-benzenesulfonyl}-piperazine-1-carboxylic acid tert-butyl ester), CC(C)([O-])C.[Na+] (sodium t-butoxide), N1CCOCC1 (morpholine), C1(=CC=CC=C1)C (toluene). The reagents and catalysts are C=1C=CC(=CC1)/C=C/C(=O)/C=C/C2=CC=CC=C2.C=1C=CC(=CC1)/C=C/C(=O)/C=C/C2=CC=CC=C2.C=1C=CC(=CC1)/C=C/C(=O)/C=C/C2=CC=CC=C2.[Pd].[Pd] (Pd2 dba3). Solvent: C(C)(C)(C)O (t-butanol). Reaction conditions: temperature 160 celsius. Product: C(C)(C)(C)OC(=O)N1CCN(CC1)S(=O)(=O)C1=CC=C(C=C1)C(CC1CCCC1)C(NC=1SC2=NC(=CC=C2N1)N1CCOCC1)=O (4-{4-[2-Cyclopentyl-1-(5-morpholin-4-yl-thiazolo[5,4-b]pyridin-2-ylcarbamoyl)-ethyl]-benzenesulfonyl}-piperazine-1-carboxylic Acid Tert-butyl Ester). Reaction SMILES: [C:1]([O:5][C:6]([N:8]1[CH2:13][CH2:12][N:11]([S:14]([C:17]2[CH:22]=[CH:21][C:20]([CH:23]([C:30](=[O:42])[NH:31][C:32]3[S:33][C:34]4[C:39]([N:40]=3)=[CH:38][CH:37]=[C:36](Br)[N:35]=4)[CH2:24][CH:25]3[CH2:29][CH2:28][CH2:27][CH2:26]3)=[CH:19][CH:18]=2)(=[O:16])=[O:15])[CH2:10][CH2:9]1)=[O:7])([CH3:4])([CH3:3])[CH3:2].CC(C)([O-])C.[Na+].[NH:49]1[CH2:54][CH2:53][O:52][CH2:51][CH2:50]1.C1(C)C=CC=CC=1>C1C=CC(/C=C/C(/C=C/C2C=CC=CC=2)=O)=CC=1.C1C=CC(/C=C/C(/C=C/C2C=CC=CC=2)=O)=CC=1.C1C=CC(/C=C/C(/C=C/C2C=CC=CC=2)=O)=CC=1.[Pd].[Pd].C(O)(C)(C)C>[C:1]([O:5][C:6]([N:8]1[CH2:13][CH2:12][N:11]([S:14]([C:17]2[CH:22]=[CH:21][C:20]([CH:23]([C:30](=[O:42])[NH:31][C:32]3[S:33][C:34]4[C:39]([N:40]=3)=[CH:38][CH:37]=[C:36]([N:49]3[CH2:54][CH2:53][O:52][CH2:51][CH2:50]3)[N:35]=4)[CH2:24][CH:25]3[CH2:29][CH2:28][CH2:27][CH2:26]3)=[CH:19][CH:18]=2)(=[O:16])=[O:15])[CH2:10][CH2:9]1)=[O:7])([CH3:4])([CH3:3])[CH3:2] |f:1.2,5.6.7.8.9|. Reported procedure: To title compound F, 4-{4-[1-(5-Bromo-thiazolo[5,4-b]pyridin-2-ylcarbamoyl)-2-cyclopentyl-ethyl]-benzenesulfonyl}-piperazine-1-carboxylic acid tert-butyl ester (0.1 g, 0.148 mmol) in a microwave vial was added Pd2 dba3 (0.013 g, 0.0148 mmol), Xanphos (0.011 g, 0.0295 mmol), sodium t-butoxide (0.028 g, 0.295 mmol), morpholine (0.019 g, 0.222 mmol), 2 mL toluene and 1 mL t-butanol. The sealed container was heated to 160° C. for 5 minutes in a microwave reactor. Workup entailed quenching into water... Starting materials: Cc1cc(OCC2CN(C)c3ccccc3O2)cc(C)c1C(=O)Cl, CC#N, CCOC(C)=O, COC(=O)Cc1ccc(C(F)(F)F)c(N)c1, c1ccncc1. Yields the product COC(=O)Cc1ccc(C(F)(F)F)c(NC(=O)c2c(C)cc(OCC3CN(C)c4ccccc4O3)cc2C)c1. As a reaction SMILES: [CH3:17][c:18]1[c:19]([C:20](=[O:21])[Cl:22])[c:23]([CH3:40])[cH:24][c:25]([O:27][CH2:28][CH:29]2[O:30][c:31]3[c:32]([cH:36][cH:37][cH:38][cH:39]3)[N:33]([CH3:35])[CH2:34]2)[cH:26]1.[CH3:41][C:42]#[N:43].[CH3:50][CH2:51][O:52][C:53](=[O:54])[CH3:55].[NH2:1][c:2]1[cH:3][c:4]([CH2:12][C:13](=[O:14])[O:15][CH3:16])[cH:5][cH:6][c:7]1[C:8]([F:9])([F:10])[F:11].[cH:44]1[cH:45][cH:46][n:47][cH:48][cH:49]1>>[NH:1]([c:2]1[cH:3][c:4]([CH2:12][C:13](=[O:14])[O:15][CH3:16])[cH:5][cH:6][c:7]1[C:8]([F:9])([F:10])[F:11])[C:20]([c:19]1[c:18]([CH3:17])[cH:26][c:25]([O:27][CH2:28][CH:29]2[O:30][c:31]3[c:32]([cH:36][cH:37][cH:38][cH:39]3)[N:33]([CH3:35])[CH2:34]2)[cH:24][c:23]1[CH3:40])=[O:21]. Reactants: NC1=C2N=CN(C2=NC(=N1)OCCOC)CC1=CC=CC=C1 (6-Amino-9-benzyl-2-(2-methoxyethoxy)purine), BrBr (bromine), S(=S)(=O)([O-])[O-].[Na+].[Na+] (sodium thiosulfate). The solvent is C(Cl)Cl (methylene chloride). Reaction conditions: time 6 hour. The product is NC1=C2N=C(N(C2=NC(=N1)OCCO)CC1=CC=CC=C1)Br (6-Amino-9-benzyl-8-bromo-2-(2-hydroxyethoxy)purine). The yield is 43.0%. As a reaction SMILES: [NH2:1][C:2]1[N:10]=[C:9]([O:11][CH2:12][CH2:13][O:14]C)[N:8]=[C:7]2[C:3]=1[N:4]=[CH:5][N:6]2[CH2:16][C:17]1[CH:22]=[CH:21][CH:20]=[CH:19][CH:18]=1.[Br:23]Br.S([O-])([O-])(=O)=S.[Na+].[Na+]>C(Cl)Cl>[NH2:1][C:2]1[N:10]=[C:9]([O:11][CH2:12][CH2:13][OH:14])[N:8]=[C:7]2[C:3]=1[N:4]=[C:5]([Br:23])[N:6]2[CH2:16][C:17]1[CH:22]=[CH:21][CH:20]=[CH:19][CH:18]=1 |f:2.3.4|. Procedure: 6-Amino-9-benzyl-2-(2-methoxyethoxy)purine (100 mg, 0.36 mmol) and bromine (0.25 ml) were dissolved in methylene chloride (100 ml). The solution was stirred at room temperature for 6 hours. Aqueous sodium thiosulfate was added to the reaction mixture. The organic layer was separated, dried on sodium sulfate and the solvent was removed in vacuo. The residue was purified with silica gel chromatography (2% methanol/chloroform) to give the subject compound (55 mg, yield 43%).